Dataset: the Open Reaction Database (ORD), a public repository of structured organic reaction records. Task: describe an organic reaction: reactants, conditions, products, and yield Product: COC(=O)COc1ccc(Cl)c2[nH]c(=O)c(Cc3ccc(S(C)(=O)=O)cc3)c(C)c12. As a reaction SMILES: [C:31](=[O:32])([O-:33])[O-:34].[CH3:26][N:27]([CH3:28])[CH:29]=[O:30].[CH3:37][O:38][C:39]([CH2:40][Br:41])=[O:42].[CH3:44][C:45](=[O:46])[OH:47].[Cl:1][c:2]1[cH:3][cH:4][c:5]([OH:25])[c:6]2[c:7]([CH3:24])[c:8]([CH2:13][c:14]3[cH:15][cH:16][c:17]([S:20](=[O:21])(=[O:22])[CH3:23])[cH:18][cH:19]3)[c:9](=[O:12])[nH:10][c:11]12.[K+:35].[K+:36].[OH2:43]>>[Cl:1][c:2]1[cH:3][cH:4][c:5]([O:25][CH2:40][C:39]([O:38][CH3:37])=[O:42])[c:6]2[c:7]([CH3:24])[c:8]([CH2:13][c:14]3[cH:15][cH:16][c:17]([S:20](=[O:21])(=[O:22])[CH3:23])[cH:18][cH:19]3)[c:9](=[O:12])[nH:10][c:11]12. Starting materials: O=C([O-])[O-], CN(C)C=O, COC(=O)CBr, CC(=O)O, Cc1c(Cc2ccc(S(C)(=O)=O)cc2)c(=O)[nH]c2c(Cl)ccc(O)c12, [K+], [K+], O. The reactants are C(C=C)C1(C(N(CCO1)C)=O)C1=CC(=CC=C1)OC (2-Allyl-2-(-3-methoxy-phenyl)-4-methyl-morpholine-3-one). Run in CO (MeOH). Yields the product COC=1C=C(C=CC1)C1(C(N(CCO1)C)=O)CCC (2-(-3-methoxy-phenyl)-4-methyl-2-propyl-morpholine-3-one). Reaction SMILES: [CH2:1]([C:4]1([C:12]2[CH:17]=[CH:16][CH:15]=[C:14]([O:18][CH3:19])[CH:13]=2)[O:9][CH2:8][CH2:7][N:6]([CH3:10])[C:5]1=[O:11])[CH:2]=[CH2:3]>CO>[CH3:19][O:18][C:14]1[CH:13]=[C:12]([C:4]2([CH2:1][CH2:2][CH3:3])[O:9][CH2:8][CH2:7][N:6]([CH3:10])[C:5]2=[O:11])[CH:17]=[CH:16][CH:15]=1. Procedure: 2-Allyl-2-(-3-methoxy-phenyl)-4-methyl-morpholine-3-one, as described above in Step C, (0.400 g, 1.53 mmol) was dissolved in MeOH (20 mL), the solution purged with Ar, treated with 10% Pd/C (0.060 g), and hydrogenated under a H2 balloon. After 2 h the reaction mixture was filtered through a celite pad and concentrated to dryness to give the title compound. The reactants are O=C(OCc1ccccc1)N1CC2CNC2C1, Clc1ccc(Br)cn1. The product is O=C(OCc1ccccc1)N1CC2CN(c3ccc(Cl)nc3)C2C1. Reaction SMILES: [CH:1]12[CH2:2][N:3]([C:8](=[O:9])[O:10][CH2:11][c:12]3[cH:13][cH:14][cH:15][cH:16][cH:17]3)[CH2:4][CH:5]1[NH:6][CH2:7]2.[Cl:18][c:19]1[n:20][cH:21][c:22]([Br:25])[cH:23][cH:24]1>>[CH:1]12[CH2:2][N:3]([C:8](=[O:9])[O:10][CH2:11][c:12]3[cH:13][cH:14][cH:15][cH:16][cH:17]3)[CH2:4][CH:5]1[N:6]([c:22]1[cH:21][n:20][c:19]([Cl:18])[cH:24][cH:23]1)[CH2:7]2. The solvent is [OH-].[Na+] (sodium hydroxide). The product is NC=1C2=CC(=CC=C2N=C2CCCCC12)F (9-Amino-7-fluoro-1, 2, 3, 4-tetrahydro-acridine). Procedure: Under nitrogen, titanium tetrachloride (0.9 ml, 8.2 mmol) was added to the above enamine (Example 33) (1.5 g, 7.5 mmol) and the stirred mixture was heated at 140° C. for 1 hour. After cooling, 10M-sodium hydroxide solution (20 ml) was added and the mixture heated under reflux for 1 hour. After being allowed to cool, this mixture was filtered and the solids washed with dichloromethane. Any organics in the filtrate were also extracted into dichloromethane. All extracts were combined, dried (Na2SO4... Reactants: FC1=CC=C(C=C1)NC1=C(CCCC1)C#N (2-(4'Fluorophenyl) aminocyclohex-1-ene-1-carbonitrile). Conditions: temperature 140 celsius. Reaction SMILES: [F:1][C:2]1[CH:7]=[CH:6][C:5]([NH:8][C:9]2[CH2:14][CH2:13][CH2:12][CH2:11][C:10]=2[C:15]#[N:16])=[CH:4][CH:3]=1>[Ti](Cl)(Cl)(Cl)Cl.[OH-].[Na+]>[NH2:16][C:15]1[C:6]2[C:5]([N:8]=[C:9]3[C:10]=1[CH2:11][CH2:12][CH2:13][CH2:14]3)=[CH:4][CH:3]=[C:2]([F:1])[CH:7]=2 |f:2.3|. The reagents and catalysts are [Ti](Cl)(Cl)(Cl)Cl (titanium tetrachloride). Starting materials: C(C)OC([C@H](CC1=CC=C(C=C1)OCCBr)OC)=O ((2S)-3-[4-(2-bromo-ethoxy)-phenyl]-2-methoxy-propionic acid ethyl ester), N1=C(C=CC=C1)O (pyridin-2-ol), CO[C@H](C(=O)O)CC1=CC=C(C=C1)OCCCOC1=CC=CC=C1 ((2S)-2-Methoxy-3-[4-(3-phenoxy-propoxy)-phenyl]-propionic acid). Yields the product CO[C@H](C(=O)O)CC1=CC=C(C=C1)OCCOC1=NC=CC=C1 ((2S)-2-methoxy-3-{4-[2-(pyridin-2-yloxy)-ethoxy]-phenyl}-propionic acid). RXN SMILES: C([O:3][C:4](=[O:19])[C@@H:5]([O:17][CH3:18])[CH2:6][C:7]1[CH:12]=[CH:11][C:10]([O:13][CH2:14][CH2:15]Br)=[CH:9][CH:8]=1)C.[N:20]1[CH:25]=[CH:24][CH:23]=[CH:22][C:21]=1[OH:26].CO[C@@H](CC1C=CC(OCCCOC2C=CC=CC=2)=CC=1)C(O)=O>>[CH3:18][O:17][C@@H:5]([CH2:6][C:7]1[CH:8]=[CH:9][C:10]([O:13][CH2:14][CH2:15][O:26][C:21]2[CH:22]=[CH:23][CH:24]=[CH:25][N:20]=2)=[CH:11][CH:12]=1)[C:4]([OH:3])=[O:19]. Procedure details: The title compound was prepared from (2S)-3-[4-(2-bromo-ethoxy)-phenyl]-2-methoxy-propionic acid ethyl ester (Example 283, Step 2) and pyridin-2-ol via the same procedure used for the preparation of (2S)-2-Methoxy-3-[4-(3-phenoxy-propoxy)-phenyl]-propionic acid (Example 285, Step 1); to produce a colorless oil. MS (ES) for C17H19NO5 [M+H]+: 318.3. Starting materials: CC1(C2=C(B(O1)O)C=CC=C2)C (3,3-dimethyl-3H-benzo[c][1,2]oxaborol-1-ol), BrC1=CC2=C(NC(=N2)COC2=CC=C(C=C2)C(F)(F)F)C=C1 (5-bromo-2-(4-trifluoromethyl-phenoxymethyl)-1H-benzimidazole), C(Cl)Cl (CH2Cl2). Reagents/catalysts: C1=CC=C(C=C1)P([C-]2C=CC=C2)C3=CC=CC=C3.C1=CC=C(C=C1)P([C-]2C=CC=C2)C3=CC=CC=C3.Cl[Pd]Cl.[Fe+2] (PdCl2(dppf)2), [Br-].C(CCC)[N+](CCCC)(CCCC)CCCC (tetrabutylammonium bromide). Run in COCCOC (DME), C(=O)([O-])[O-].[Na+].[Na+] (Na2CO3). Reaction conditions: temperature 90 celsius. Yields the product FC(C1=CC=C(OCC2=NC3=C(N2)C=CC(=C3)C3=C(C=CC=C3)C(C)(C)O)C=C1)(F)F (2-{2-[2-(4-trifluoromethyl-phenoxymethyl)-1H-benzoimidazol-5-yl]-phenyl}-propan-2-ol). Isolated yield 30.7%. RXN SMILES: [CH3:1][C:2]1([CH3:12])[O:6]B(O)[C:4]2[CH:8]=[CH:9][CH:10]=[CH:11][C:3]1=2.Br[C:14]1[CH:34]=[CH:33][C:17]2[NH:18][C:19]([CH2:21][O:22][C:23]3[CH:28]=[CH:27][C:26]([C:29]([F:32])([F:31])[F:30])=[CH:25][CH:24]=3)=[N:20][C:16]=2[CH:15]=1.C(Cl)Cl>[Br-].C([N+](CCCC)(CCCC)CCCC)CCC.COCCOC.C([O-])([O-])=O.[Na+].[Na+].C1C=CC(P(C2C=CC=CC=2)[C-]2C=CC=C2)=CC=1.C1C=CC(P(C2C=CC=CC=2)[C-]2C=CC=C2)=CC=1.Cl[Pd]Cl.[Fe+2]>[F:32][C:29]([F:30])([F:31])[C:26]1[CH:27]=[CH:28][C:23]([O:22][CH2:21][C:19]2[NH:18][C:17]3[CH:33]=[CH:34][C:14]([C:4]4[CH:8]=[CH:9][CH:10]=[CH:11][C:3]=4[C:2]([OH:6])([CH3:12])[CH3:1])=[CH:15][C:16]=3[N:20]=2)=[CH:24][CH:25]=1 |f:3.4,6.7.8,9.10.11.12|. Procedure: A mixture of 3,3-dimethyl-3H-benzo[c][1,2]oxaborol-1-ol (66.5 mg, 0.411 mmol), 5-bromo-2-(4-trifluoromethyl-phenoxymethyl)-1H-benzimidazole (76.2 mg, 0.205 mmol), PdCl2(dppf)2.CH2Cl2 (34 mg, 0.041 mmol), and tetrabutylammonium bromide (66 mg 0.205 mmol) in 8 mL of DME and 1.64 mL of Na2CO3 solution (1.0 M) was degassed and purged with argon twice. The mixture was then heated to 90° C. for 12 h. The mixture was then cooled to room temperature, and filtered though a pad of Celite 545. The filtrate... Reactants: CC(C)(C)[O-], Cc1ccccc1, CCOC(=O)CCCN(c1ccccc1C(=O)OC)S(=O)(=O)c1ccc(C)cc1, [K+], O. Yields the product CCOC(=O)C1CCN(S(=O)(=O)c2ccc(C)cc2)c2ccccc2C1=O. RXN SMILES: [CH3:1][C:2]([CH3:3])([O-:4])[CH3:5].[CH3:37][c:38]1[cH:39][cH:40][cH:41][cH:42][cH:43]1.[CH3:7][O:8][C:9]([c:10]1[c:11]([N:16]([S:17](=[O:18])(=[O:19])[c:20]2[cH:21][cH:22][c:23]([CH3:26])[cH:24][cH:25]2)[CH2:27][CH2:28][CH2:29][C:30](=[O:31])[O:32][CH2:33][CH3:34])[cH:12][cH:13][cH:14][cH:15]1)=[O:35].[K+:6].[OH2:36]>>[C:9]1(=[O:35])[c:10]2[c:11]([cH:12][cH:13][cH:14][cH:15]2)[N:16]([S:17](=[O:18])(=[O:19])[c:20]2[cH:21][cH:22][c:23]([CH3:26])[cH:24][cH:25]2)[CH2:27][CH2:28][CH:29]1[C:30](=[O:31])[O:32][CH2:33][CH3:34]. The reactants are CC(COC(N=C(C1=CC=C(C=C1)NC(C1=C(C(=CC(=C1)OC)OCCO)F)C1=NN(C(=N1)OCCl)C1=NC=CC=N1)N)=O)(C)C ([1-amino-1-[4-({(5-chloromethoxy-1-pyrimidin-2-yl-1H-[1,2,4]triazol-3-yl)-[2-fluoro-3-(2-hydroxyethoxy)-5-methoxyphenyl]methyl}amino)phenyl]methylidene]carbamic acid 2,2-dimethylpropyl ester), C(C)(C)(C)OC(C(C(=O)O)(C)C)=O (2,2-dimethylmalonic acid mono-t-butyl ester), [I-].[Na+] (sodium iodide), C(O)([O-])=O.[K+] (potassium hydrogen carbonate), [Cl-].[Na+] (sodium chloride). Solvent: CC(=O)N(C)C (DMA), C(C)(=O)OCC (ethyl acetate), O (water). Product: C(C)(C)(C)OC(C(C(=O)OCOC=1N(N=C(N1)[C@@H](C1=C(C(=CC(=C1)OC)OCCO)F)NC1=CC=C(C=C1)C(=NC(=O)OCC(C)(C)C)N)C1=NC=CC=N1)(C)C)=O (2,2-dimethylmalonic acid 5-{(R)-(4-{amino(2,2-dimethylpropoxycarbonylimino)methyl}phenylamino)-[2-fluoro-3-(2-hydroxyethoxy)-5-methoxyphenyl]methyl}-2-pyrimidin-2-yl-2H-[1,2,4]triazol-3-yloxymethyl ester t-butyl ester). As a reaction SMILES: [CH3:1][C:2]([CH3:46])([CH3:45])[CH2:3][O:4][C:5](=[O:44])[N:6]=[C:7]([NH2:43])[C:8]1[CH:13]=[CH:12][C:11]([NH:14][CH:15]([C:29]2[N:33]=[C:32]([O:34][CH2:35]Cl)[N:31]([C:37]3[N:42]=[CH:41][CH:40]=[CH:39][N:38]=3)[N:30]=2)[C:16]2[CH:21]=[C:20]([O:22][CH3:23])[CH:19]=[C:18]([O:24][CH2:25][CH2:26][OH:27])[C:17]=2[F:28])=[CH:10][CH:9]=1.[C:47]([O:51][C:52](=[O:59])[C:53]([CH3:58])([CH3:57])[C:54]([OH:56])=[O:55])([CH3:50])([CH3:49])[CH3:48].[I-].[Na+].C(=O)([O-])O.[K+].[Cl-].[Na+]>C(OCC)(=O)C.O.CC(N(C)C)=O>[C:47]([O:51][C:52](=[O:59])[C:53]([CH3:58])([CH3:57])[C:54]([O:56][CH2:35][O:34][C:32]1[N:31]([C:37]2[N:42]=[CH:41][CH:40]=[CH:39][N:38]=2)[N:30]=[C:29]([C@H:15]([NH:14][C:11]2[CH:12]=[CH:13][C:8]([C:7]([NH2:43])=[N:6][C:5]([O:4][CH2:3][C:2]([CH3:46])([CH3:45])[CH3:1])=[O:44])=[CH:9][CH:10]=2)[C:16]2[CH:21]=[C:20]([O:22][CH3:23])[CH:19]=[C:18]([O:24][CH2:25][CH2:26][OH:27])[C:17]=2[F:28])[N:33]=1)=[O:55])([CH3:50])([CH3:48])[CH3:49] |f:2.3,4.5,6.7|. Reported procedure: A mixture of [1-amino-1-[4-({(5-chloromethoxy-1-pyrimidin-2-yl-1H-[1,2,4]triazol-3-yl)-[2-fluoro-3-(2-hydroxyethoxy)-5-methoxyphenyl]methyl}amino)phenyl]methylidene]carbamic acid 2,2-dimethylpropyl ester (170 mg), 2,2-dimethylmalonic acid mono-t-butyl ester [CAS No. 143688-40-8] (490 mg), sodium iodide (390 mg), potassium hydrogen carbonate (182 mg), and DMA (25 mL) was stirred at 50° C. overnight. After cooling the mixture to room temperature, 1:1 mixture of water and saturated aqueous sodium c... Starting materials: COC1=CC=C2CCCC(C2=C1)=O (7-methoxy-1,2,3,4-tetrahydronaphthalen-1-one), [N-]=[N+]=[N-].[Na+] (sodium azide), ice water, C([O-])([O-])=O.[K+].[K+] (potassium carbonate). Run in Cl (hydrochloric acid). Run at time 2 hour. The product is COC=1C=CC2=C(C(NCCC2)=O)C1 (8-Methoxy-2,3,4,5-tetrahydrobenz[c]azepin-1-one). Yield: 8.3%. RXN SMILES: [CH3:1][O:2][C:3]1[CH:12]=[C:11]2[C:6]([CH2:7][CH2:8][CH2:9][C:10]2=[O:13])=[CH:5][CH:4]=1.[N-:14]=[N+]=[N-].[Na+].C(=O)([O-])[O-].[K+].[K+]>Cl>[CH3:1][O:2][C:3]1[CH:4]=[CH:5][C:6]2[CH2:7][CH2:8][CH2:9][NH:14][C:10](=[O:13])[C:11]=2[CH:12]=1 |f:1.2,3.4.5|. Procedure: To a solution of 7-methoxy-1,2,3,4-tetrahydronaphthalen-1-one (5.21 g) in conc. hydrochloric acid (26 ml) was added sodium azide (1.98 g) by portions with ice-cooling, and the mixture was stirred at the same temperature for 2 hours, and then at room temperature for 2 hours. After completion of the reaction, the reaction mixture was poured into ice water and aqueous potassium carbonate was added. The mixture was extracted with chloroform and washed successively with water and saturated brine. The...